From a dataset of the Open Reaction Database (ORD), a public repository of structured organic reaction records. describe an organic reaction: reactants, conditions, products, and yield Reactants: C(C)(C)N(CC)C(C)C (diisopropylethylamine), ClC1=C(C(=NC(=N1)OC)NNC([C@@H](CN(C=O)OCC1=CC=CC=C1)CC1CCCC1)=O)F ([(2R)-3-{2-[6-Chloro-5-fluoro-2-(methyloxy)-4-pyrimidinyl]hydrazino}-2-(cyclopentylmethyl)-3-oxopropyl][(phenylmethyl)oxy]formamide), Cl.N[C@H](C(=O)N(C)C)CC ((2S)-2-amino-N,N-dimethylbutanamide, hydrochloride salt), C(C)(C)N(CC)C(C)C (diisopropylethylamine). The solvent is CS(=O)C (DMSO). Run at temperature 80 celsius, time 7 day. Yields the product C1(CCCC1)C[C@@H](C(=O)NNC1=C(C(=NC(=N1)OC)N[C@H](C(=O)N(C)C)CC)F)CN(OCC1=CC=CC=C1)C=O ((2S)-2-{[6-{2-[(2R)-3-cyclopentyl-2-({formyl[(phenylmethyl)oxy]amino}methyl)propanoyl]hydrazino}-5-fluoro-2-(methyloxy)-4-pyrimidinyl]amino}-N,N-dimethylbutanamide). The yield is 22.4%. RXN SMILES: Cl[C:2]1[N:7]=[C:6]([O:8][CH3:9])[N:5]=[C:4]([NH:10][NH:11][C:12](=[O:32])[C@H:13]([CH2:26][CH:27]2[CH2:31][CH2:30][CH2:29][CH2:28]2)[CH2:14][N:15]([O:18][CH2:19][C:20]2[CH:25]=[CH:24][CH:23]=[CH:22][CH:21]=2)[CH:16]=[O:17])[C:3]=1[F:33].Cl.[NH2:35][C@@H:36]([CH2:42][CH3:43])[C:37]([N:39]([CH3:41])[CH3:40])=[O:38].C(N(C(C)C)CC)(C)C>CS(C)=O>[CH:27]1([CH2:26][C@H:13]([CH2:14][N:15]([CH:16]=[O:17])[O:18][CH2:19][C:20]2[CH:25]=[CH:24][CH:23]=[CH:22][CH:21]=2)[C:12]([NH:11][NH:10][C:4]2[N:5]=[C:6]([O:8][CH3:9])[N:7]=[C:2]([NH:35][C@@H:36]([CH2:42][CH3:43])[C:37]([N:39]([CH3:41])[CH3:40])=[O:38])[C:3]=2[F:33])=[O:32])[CH2:31][CH2:30][CH2:29][CH2:28]1 |f:1.2|. Procedure details: [(2R)-3-{2-[6-Chloro-5-fluoro-2-(methyloxy)-4-pyrimidinyl]hydrazino}-2-(cyclopentylmethyl)-3-oxopropyl][(phenylmethyl)oxy]formamide (0.133 g, 0.28 mmol), (2S)-2-amino-N,N-dimethylbutanamide, hydrochloride salt (Example 83) (0.075 g, 0.45 mmol) and diisopropylethylamine (0.1 mL, 0.62 mmol) were stirred in DMSO (2 mL) overnight at 65° C. Then additional diisopropylethylamine (0.2 mL) was added, and the reaction was stirred for 7 days at 80° C. Purified by RP-HPLC to provide (2S)-2-{[6-{2-[(2R)-3-c... Starting materials: C[C@H]1[C@@H](CCCC1)O (trans-2-methylcyclohexanol), [H-].[Na+] (sodium hydride), [Cl-].[NH4+] (ammonium chloride), ClC1=NC=NC(=C1)Cl (4,6-dichloropyrimidine). Solvent: O1CCCC1 (tetrahydrofuran), O1CCCC1 (tetrahydrofuran), O1CCCC1 (tetrahydrofuran). Reaction conditions: temperature 0 celsius. The product is ClC1=NC=NC(=C1)O[C@H]1[C@@H](CCCC1)C (4-chloro-6-(trans-2-methylcyclohexyloxy)pyrimidine). The yield is 39.4%. Reaction SMILES: [H-].[Na+].[CH3:3][C@@H:4]1[CH2:9][CH2:8][CH2:7][CH2:6][C@H:5]1[OH:10].[Cl:11][C:12]1[CH:17]=[C:16](Cl)[N:15]=[CH:14][N:13]=1.[Cl-].[NH4+]>O1CCCC1>[Cl:11][C:12]1[CH:17]=[C:16]([O:10][C@@H:5]2[CH2:6][CH2:7][CH2:8][CH2:9][C@H:4]2[CH3:3])[N:15]=[CH:14][N:13]=1 |f:0.1,4.5|. Procedure: In 4 ml of tetrahydrofuran was suspended 0.11 g of sodium hydride (60% in oil), to which 1 ml of a tetrahydrofuran solution containing 0.25 g of trans-2-methylcyclohexanol was slowly added dropwise with stirring at 0° C. The mixture was stirred at 0° C. for 10 minutes, to which 1 ml of a tetrahydrofuran solution containing 0.3 g of 4,6-dichloropyrimidine was added at 0° C., followed by further stirring at room temperature for 3 hours. The reaction mixture was then poured into a saturated aqueous...